The task is: describe an organic reaction: reactants, conditions, products, and yield. This data is from the Open Reaction Database (ORD), a public repository of structured organic reaction records. The reactants are FC1=CC2=CN(N=C2C(=C1)C=O)COCC[Si](C)(C)C (5-fluoro-2-((2-(trimethylsilyl)ethoxy)methyl)-2H-indazole-7-carbaldehyde), C[Mg]Br (methyl magnesiumbromide), ice. The solvent is O1CCCC1 (tetrahydrofuran). The product is FC1=CC2=CN(N=C2C(=C1)C(C)O)COCC[Si](C)(C)C ((±)-1-(5-Fluoro-2-((2-(trimethylsilyl)ethoxy)methyl)-2H-indazol-7-yl)ethanol). As a reaction SMILES: [F:1][C:2]1[CH:10]=[C:9]([CH:11]=[O:12])[C:8]2[C:4](=[CH:5][N:6]([CH2:13][O:14][CH2:15][CH2:16][Si:17]([CH3:20])([CH3:19])[CH3:18])[N:7]=2)[CH:3]=1.[CH3:21][Mg]Br>O1CCCC1>[F:1][C:2]1[CH:10]=[C:9]([CH:11]([OH:12])[CH3:21])[C:8]2[C:4](=[CH:5][N:6]([CH2:13][O:14][CH2:15][CH2:16][Si:17]([CH3:20])([CH3:19])[CH3:18])[N:7]=2)[CH:3]=1. Procedure details: To a solution of 5-fluoro-2-((2-(trimethylsilyl)ethoxy)methyl)-2H-indazole-7-carbaldehyde (1.53 g, 5.2 mmol) in tetrahydrofuran (32 mL) at −78° C. was added methyl magnesiumbromide (3M in diethyl ether, 3.46 mL, 10.4 mmol). The reaction was allowed to gradually warm in the ice bath (ca. 2 h) to 0° C. The reaction which had been a suspension became a solution. The reaction was quenched by addition of saturated ammonium chloride and poured into diethyl ether. The ethereal was washed with water (2×... The reactants are CC[C@@H]1[C@@]([C@@H]([C@H](N(C[C@@H](C[C@@]([C@@H]([C@H]([C@@H]([C@H](C(=O)O1)C)O[C@H]2C[C@@]([C@H]([C@@H](O2)C)O)(C)OC)C)O[C@H]3[C@@H]([C@H](C[C@H](O3)C)N(C)C)O)(C)O)C)C)C)O)(C)O (azithromycin), C(C)O (ethanol). Solvent: O (water), O (water), O (water). Conditions: time 4 hour. Product: CC[C@@H]1[C@@]([C@@H]([C@H](N(C[C@@H](C[C@@]([C@@H]([C@H]([C@@H]([C@H](C(=O)O1)C)O[C@H]2C[C@@]([C@H]([C@@H](O2)C)O)(C)OC)C)O[C@H]3[C@@H]([C@H](C[C@H](O3)C)N(C)C)O)(C)O)C)C)C)O)(C)O.C(C)[O-] (azithromycin ethanolate). As a reaction SMILES: [CH3:1][CH2:2][C@H:3]1[O:18][C:16](=[O:17])[C@H:15]([CH3:19])[C@@H:14]([O:20][C@@H:21]2[O:26][C@@H:25]([CH3:27])[C@H:24]([OH:28])[C@@:23]([O:30][CH3:31])([CH3:29])[CH2:22]2)[C@H:13]([CH3:32])[C@@H:12]([O:33][C@@H:34]2[O:39][C@H:38]([CH3:40])[CH2:37][C@H:36]([N:41]([CH3:43])[CH3:42])[C@H:35]2[OH:44])[C@@:11]([OH:46])([CH3:45])[CH2:10][C@@H:9]([CH3:47])[CH2:8][N:7]([CH3:48])[C@H:6]([CH3:49])[C@@H:5]([OH:50])[C@@:4]1([OH:52])[CH3:51].[CH2:53]([OH:55])[CH3:54]>O>[CH3:1][CH2:2][C@H:3]1[O:18][C:16](=[O:17])[C@H:15]([CH3:19])[C@@H:14]([O:20][C@@H:21]2[O:26][C@@H:25]([CH3:27])[C@H:24]([OH:28])[C@@:23]([O:30][CH3:31])([CH3:29])[CH2:22]2)[C@H:13]([CH3:32])[C@@H:12]([O:33][C@@H:34]2[O:39][C@H:38]([CH3:40])[CH2:37][C@H:36]([N:41]([CH3:43])[CH3:42])[C@H:35]2[OH:44])[C@@:11]([OH:46])([CH3:45])[CH2:10][C@@H:9]([CH3:47])[CH2:8][N:7]([CH3:48])[C@H:6]([CH3:49])[C@@H:5]([OH:50])[C@@:4]1([OH:52])[CH3:51].[CH2:53]([O-:55])[CH3:54] |f:3.4|. Procedure: Ten g of azithromycin crude was introduced into a 0.25 liter three-necked flat flanged jacketed vessel equipped with a mechanical stirrer, a condenser and thermometer and containing 30 ml of absolute ethanol at 20° C. Three ml of water at 20° C. were added and the solution was heated at a constant temperature gradient so as to reach 55° C. after 4 hours. Between 35° C. and 55° C., additional water having a total volume of 11 ml was slowly added at regular time intervals. When 55° C. was reached,...